Dataset: the Open Reaction Database (ORD), a public repository of structured organic reaction records. Task: describe an organic reaction: reactants, conditions, products, and yield The reactants are Cl (HCl), ClC1=CC=C2C=CC(=NC2=C1)C1C(C1)C=1C=C(C=CC1)OC (3-(2-(7-chloroquinolin-2-yl)cyclopropyl)anisole), [Al+3].[Cl-].[Cl-].[Cl-] (AlCl3), C(C)S (ethanethiol). Solvent: C1CCOC1.CCOC(=O)C (THF EtOAc), C(Cl)Cl (CH2Cl2). Run at temperature 0 celsius. Yields the product ClC1=CC=C2C=CC(=NC2=C1)C1C(C1)C=1C=C(C=CC1)O (3-(2-(7-chloroquinolin-2-yl)cyclopropyl)phenol). RXN SMILES: [Cl:1][C:2]1[CH:11]=[C:10]2[C:5]([CH:6]=[CH:7][C:8]([CH:12]3[CH2:14][CH:13]3[C:15]3[CH:16]=[C:17]([O:21]C)[CH:18]=[CH:19][CH:20]=3)=[N:9]2)=[CH:4][CH:3]=1.[Al+3].[Cl-].[Cl-].[Cl-].C(S)C.Cl>C(Cl)Cl.C1COCC1.CCOC(C)=O>[Cl:1][C:2]1[CH:11]=[C:10]2[C:5]([CH:6]=[CH:7][C:8]([CH:12]3[CH2:14][CH:13]3[C:15]3[CH:16]=[C:17]([OH:21])[CH:18]=[CH:19][CH:20]=3)=[N:9]2)=[CH:4][CH:3]=1 |f:1.2.3.4,8.9|. Procedure details: To the cyclopropylanisole (from Step 2) (1.478 g, 4.77 mmoles) in 20 mL CH2Cl2 at -10° C. was added AlCl3 (1.915 g, 3 eg.) and ethanethiol (1.2 mL, 3.3 eg.). The temperature was raised to 0° C. for 2 hours. Then 10% HCl and THF: EtOAc (1:1) were added and the mixture was stirred and heated until the resulting gum was solubilized. After separation of the phases and extractions with THF:EtOAc (1:1), flash chromatography using 5% EtOAc in toluene yielded the title phenol.